Task: describe an organic reaction: reactants, conditions, products, and yield. Dataset: the Open Reaction Database (ORD), a public repository of structured organic reaction records The reactants are C(C1=CC=CC=C1)ONC(CCCCCN1C(C2=CC=CC(=C2C1)C1=C(C=C(C=C1)OC)OC)=O)=O (N-(benzyloxy)-6-(4-(2,4-dimethoxyphenyl)-1-oxoisoindolin-2-yl)hexanamide), [H][H] (hydrogen). The reagents and catalysts are [Pd] (Pd/C). Run in CO (MeOH), CCOC(=O)C (EtOAc). Run at time 5 hour. The product is COC1=C(C=CC(=C1)OC)C1=C2CN(C(C2=CC=C1)=O)CCCCCC(=O)NO (6-(4-(2,4-dimethoxyphenyl)-1-oxoisoindolin-2-yl)-N-hydroxyhexanamide). RXN SMILES: C([O:8][NH:9][C:10](=[O:36])[CH2:11][CH2:12][CH2:13][CH2:14][CH2:15][N:16]1[CH2:24][C:23]2[C:18](=[CH:19][CH:20]=[CH:21][C:22]=2[C:25]2[CH:30]=[CH:29][C:28]([O:31][CH3:32])=[CH:27][C:26]=2[O:33][CH3:34])[C:17]1=[O:35])C1C=CC=CC=1.[H][H]>CO.CCOC(C)=O.[Pd]>[CH3:34][O:33][C:26]1[CH:27]=[C:28]([O:31][CH3:32])[CH:29]=[CH:30][C:25]=1[C:22]1[CH:21]=[CH:20][CH:19]=[C:18]2[C:23]=1[CH2:24][N:16]([CH2:15][CH2:14][CH2:13][CH2:12][CH2:11][C:10]([NH:9][OH:8])=[O:36])[C:17]2=[O:35]. Procedure details: N-(benzyloxy)-6-(4-(2,4-dimethoxyphenyl)-1-oxoisoindolin-2-yl)hexanamide (22 mg, 0.045 mmol) in the Step 3 of Example 39 was dissolved in a mixture solvent of MeOH and EtOAc (mixture ratio=2:1 (v/v), 10 ml). 10% of Pd/C (2.2 mg) was added thereto and the reaction proceeded at room temperature for 5 hrs in state of the connected with hydrogen balloon. The resulting mixture thus obtained was filtered with Celite, and the filtrates were distilled under a reduced pressure to remove the solvent and o... Starting materials: BrC1=C(C(=O)O)C=CC(=C1)[N+](=O)[O-] (2-Bromo-4-nitrobenzoic acid), C[O-].[Na+] (sodium methoxide), Cl (HCl). The solvent is CS(=O)C (DMSO). The product is BrC1=C(C(=O)O)C=CC(=C1)OC (2-Bromo-4-methoxy-benzoic acid). RXN SMILES: [Br:1][C:2]1[CH:10]=[C:9]([N+]([O-])=O)[CH:8]=[CH:7][C:3]=1[C:4]([OH:6])=[O:5].[CH3:14][O-:15].[Na+].Cl>CS(C)=O>[Br:1][C:2]1[CH:10]=[C:9]([O:15][CH3:14])[CH:8]=[CH:7][C:3]=1[C:4]([OH:6])=[O:5] |f:1.2|. Reported procedure: 2-Bromo-4-nitrobenzoic acid (3 g, 12.2 mmol) was reacted with sodium methoxide (6 g, 111 mmol) in dry DMSO (250 mL) at 80° C. After completion of reaction mixture was poured over crushed ice, acidified with 1:1 HCl and extracted with EtOAc (3×150 mL). The organic layer was concentrated to obtain the title compound. Starting materials: BrC1=CC(=C(C(=C1)Cl)S(=O)(=O)Cl)Cl (4-bromo-2,6-dichlorobenzenesulfonyl chloride), NC=1C(=NOC1C)C (4-amino-3,5-dimethylisoxazole), intermediate 1. Solvent: N1=CC=CC=C1 (pyridine). Product: BrC1=CC(=C(C(=C1)Cl)S(=O)(=O)NC=1C(=NOC1C)C)Cl (4-Bromo-2,6-dichloro-N-(3,5-dimethyl-isoxazol-4-yl)-benzenesulfonamide). Isolated yield 48.7%. Reaction SMILES: [Br:1][C:2]1[CH:7]=[C:6]([Cl:8])[C:5]([S:9](Cl)(=[O:11])=[O:10])=[C:4]([Cl:13])[CH:3]=1.[NH2:14][C:15]1[C:16]([CH3:21])=[N:17][O:18][C:19]=1[CH3:20]>N1C=CC=CC=1>[Br:1][C:2]1[CH:7]=[C:6]([Cl:8])[C:5]([S:9]([NH:14][C:15]2[C:16]([CH3:21])=[N:17][O:18][C:19]=2[CH3:20])(=[O:11])=[O:10])=[C:4]([Cl:13])[CH:3]=1. Reported procedure: Prepared from 4-bromo-2,6-dichlorobenzenesulfonyl chloride (1.00 g, 3.19 mmol) and 4-amino-3,5-dimethylisoxazole (0.346 g, 3.1 mmol) in pyridine (6 ml) according to the method of intermediate 1, to give the title compound as a tan solid (606 mg, 1.51 mmol, 49%). δH (CDCl3, 300K) 7.70 (2H, s), 6.66 (1H, s), 2.23 (3H, s), 2.05 (3H, s). m/z (ES+, 70V) 400.9 (MH+). Reactants: N1(CCCC1)CCC=1C=C(NC1)CO ({4-[2-(Pyrrolidin-1-yl)ethyl]-1H-pyrrol-2-yl}methanol). The reagents and catalysts are O=[Mn]=O (MnO2). Run in C1CCOC1 (THF). Run at time 20 hour. Yields the product N1(CCCC1)CCC=1C=C(NC1)C=O (4-[2-(Pyrrolidin-1-yl)ethyl]-1H-pyrrole-2-carbaldehyde). RXN SMILES: [N:1]1([CH2:6][CH2:7][C:8]2[CH:9]=[C:10]([CH2:13][OH:14])[NH:11][CH:12]=2)[CH2:5][CH2:4][CH2:3][CH2:2]1>C1COCC1.O=[Mn]=O>[N:1]1([CH2:6][CH2:7][C:8]2[CH:9]=[C:10]([CH:13]=[O:14])[NH:11][CH:12]=2)[CH2:5][CH2:4][CH2:3][CH2:2]1. Reported procedure: To a solution of the product obtained in Step I (0.09 g) in THF (3.8 ml) there is added activated MnO2 (0.315 g). After stirring for 20 hours at ambient temperature, the mixture is filtered and the filtrate is evaporated to dryness to yield the title product, which is used directly in the next step. Reactants: C(C)(=O)OCC (ethyl acetate), O (water), COC=1C=C(C=CC1OC)CCCN1C(N=C(C2=CC(=CC=C12)OCC#C)C1=CC=C(C=C1)C(C)C)=O (1-[3-(3,4-dimethoxy-phenyl)-propyl]-4-(4-isopropyl-phenyl)-6-propargyloxy-1H-quinazolin-2-one), COC=1C=CC(=CC1)P2(=S)SP(=S)(S2)C=3C=CC(=CC3)OC (Lawesson reagent), COC=1C=CC(=CC1)P2(=S)SP(=S)(S2)C=3C=CC(=CC3)OC (Lawesson reagent). Solvent: C1=CC=CC=C1 (benzene). Reaction conditions: temperature 70 celsius, time 2 hour. The product is COC=1C=C(C=CC1OC)CCCN1C(N=C(C2=CC(=CC=C12)OCC#C)C1=CC=C(C=C1)C(C)C)=S (1-[3-(3,4-dimethoxy-phenyl)-propyl]-4-(4-isopropyl-phenyl)-6-propargyloxy-1H-quinazolin-2-thione). RXN SMILES: [CH3:1][O:2][C:3]1[CH:4]=[C:5]([CH2:11][CH2:12][CH2:13][N:14]2[C:23]3[C:18](=[CH:19][C:20]([O:24][CH2:25][C:26]#[CH:27])=[CH:21][CH:22]=3)[C:17]([C:28]3[CH:33]=[CH:32][C:31]([CH:34]([CH3:36])[CH3:35])=[CH:30][CH:29]=3)=[N:16][C:15]2=O)[CH:6]=[CH:7][C:8]=1[O:9][CH3:10].COC1C=CC(P2(SP(C3C=CC(OC)=CC=3)(=S)S2)=[S:47])=CC=1.C(OCC)(=O)C.O>C1C=CC=CC=1>[CH3:1][O:2][C:3]1[CH:4]=[C:5]([CH2:11][CH2:12][CH2:13][N:14]2[C:23]3[C:18](=[CH:19][C:20]([O:24][CH2:25][C:26]#[CH:27])=[CH:21][CH:22]=3)[C:17]([C:28]3[CH:33]=[CH:32][C:31]([CH:34]([CH3:36])[CH3:35])=[CH:30][CH:29]=3)=[N:16][C:15]2=[S:47])[CH:6]=[CH:7][C:8]=1[O:9][CH3:10]. Procedure details: A mixture of 130 mg (0.26 mmol) of the quinazolinone prepared in step D and 122 mg (0.30) mmol Lawesson reagent in 5 ml benzene is stirred for 2 h at 70° C. The solution turns slightly red. Equal amounts of Lawesson reagent are added after a total of 3 and 5 h, but the reaction remained incomplete. After extractive work-up with ethyl acetate and water, followed by chromatography of the crude material (hexane/ethyl acetate) the intermediate is obtained as a yellow oil. The reactants are COc1ncnc2c1CNCC2, N#Cc1cc(Cl)ccc1F, ClCCl, C1CCC2=NCCCN2CC1. Product: COc1ncnc2c1CN(c1ccc(Cl)cc1C#N)CC2. As a reaction SMILES: [CH3:1][O:2][c:3]1[c:4]2[c:5]([n:6][cH:7][n:8]1)[CH2:9][CH2:10][NH:11][CH2:12]2.[Cl:13][c:14]1[cH:15][cH:16][c:17]([F:22])[c:18]([C:19]#[N:20])[cH:21]1.[Cl:34][CH2:35][Cl:36].[N:23]12[CH2:24][CH2:25][CH2:26][N:27]=[C:28]1[CH2:29][CH2:30][CH2:31][CH2:32][CH2:33]2>>[CH3:1][O:2][c:3]1[c:4]2[c:5]([n:6][cH:7][n:8]1)[CH2:9][CH2:10][N:11]([c:17]1[cH:16][cH:15][c:14]([Cl:13])[cH:21][c:18]1[C:19]#[N:20])[CH2:12]2. The reactants are CN(C)C=O, COC(C)(C)C, CC1CNCC(C)C1, CSc1nsc(Cl)n1. Product: CSc1nsc(N2CC(C)CC(C)C2)n1. RXN SMILES: [CH3:17][N:18]([CH3:19])[CH:20]=[O:21].[CH3:22][O:23][C:24]([CH3:25])([CH3:26])[CH3:27].[CH3:9][CH:10]1[CH2:11][NH:12][CH2:13][CH:14]([CH3:16])[CH2:15]1.[Cl:1][c:2]1[n:3][c:4]([S:7][CH3:8])[n:5][s:6]1>>[c:2]1([N:12]2[CH2:11][CH:10]([CH3:9])[CH2:15][CH:14]([CH3:16])[CH2:13]2)[n:3][c:4]([S:7][CH3:8])[n:5][s:6]1. The reactants are [Na+], C1COCCO1, [OH-], CCCCC(=O)N(Cc1ccc(-c2ccccc2-c2nnn(C(c3ccccc3)(c3ccccc3)c3ccccc3)n2)cc1)c1cccc(C(=O)OCC)c1. Yields the product CCCCC(=O)N(Cc1ccc(-c2ccccc2-c2nnn(C(c3ccccc3)(c3ccccc3)c3ccccc3)n2)cc1)c1cccc(C(=O)O)c1. Reaction SMILES: [Na+:57].[O:58]1[CH2:59][CH2:60][O:61][CH2:62][CH2:63]1.[OH-:56].[c:1]1([C:7]([n:8]2[n:9][n:10][c:11](-[c:13]3[c:14](-[c:19]4[cH:20][cH:21][c:22]([CH2:25][N:26]([C:27]([CH2:28][CH2:29][CH2:30][CH3:31])=[O:32])[c:33]5[cH:34][c:35]([C:36](=[O:37])[O:38][CH2:39][CH3:40])[cH:41][cH:42][cH:43]5)[cH:23][cH:24]4)[cH:15][cH:16][cH:17][cH:18]3)[n:12]2)([c:44]2[cH:45][cH:46][cH:47][cH:48][cH:49]2)[c:50]2[cH:51][cH:52][cH:53][cH:54][cH:55]2)[cH:2][cH:3][cH:4][cH:5][cH:6]1>>[c:1]1([C:7]([n:8]2[n:9][n:10][c:11](-[c:13]3[c:14](-[c:19]4[cH:20][cH:21][c:22]([CH2:25][N:26]([C:27]([CH2:28][CH2:29][CH2:30][CH3:31])=[O:32])[c:33]5[cH:34][c:35]([C:36](=[O:37])[OH:38])[cH:41][cH:42][cH:43]5)[cH:23][cH:24]4)[cH:15][cH:16][cH:17][cH:18]3)[n:12]2)([c:44]2[cH:45][cH:46][cH:47][cH:48][cH:49]2)[c:50]2[cH:51][cH:52][cH:53][cH:54][cH:55]2)[cH:2][cH:3][cH:4][cH:5][cH:6]1.